Dataset: the Open Reaction Database (ORD), a public repository of structured organic reaction records. Task: describe an organic reaction: reactants, conditions, products, and yield Product: NC1=NC=CC(=N1)NCCNC1=NC(=NC(=C1)C1=CC=CC=C1)N (N4-{2-[(2-aminopyrimidin-4-yl)amino]ethyl}-6-phenylpyrimidine-2,4-diamine). Reported procedure: The product of Example 1E (73 mg, 0.323 mmol) and 4-chloro-6-phenylpyrimidin-2-amine (51 mg, 0.248 mmol) were treated under the conditions of Example 1F to afford the title compound. 1H NMR (300 MHz, DMSO-d6) δ ppm 7.84-7.93 (m, J=7.12, 2.37 Hz, 2H) 7.57-7.66 (m, 1H) 7.39-7.48 (m, 3H) 6.81-7.14 (m, 2H) 6.24 (s, 1H) 6.04 (s, 2H) 5.90 (s, 2H) 5.74 (d, J=5.76 Hz, 1H) 3.35-3.48 (m, 4H); MS (ESI+) m/z 323.0 (M+H)+. As a reaction SMILES: Cl.Cl.[NH2:3][CH2:4][CH2:5][NH:6][C:7]1[CH:12]=[CH:11][N:10]=[C:9]([NH2:13])[N:8]=1.Cl[C:15]1[CH:20]=[C:19]([C:21]2[CH:26]=[CH:25][CH:24]=[CH:23][CH:22]=2)[N:18]=[C:17]([NH2:27])[N:16]=1>>[NH2:13][C:9]1[N:8]=[C:7]([NH:6][CH2:5][CH2:4][NH:3][C:15]2[CH:20]=[C:19]([C:21]3[CH:26]=[CH:25][CH:24]=[CH:23][CH:22]=3)[N:18]=[C:17]([NH2:27])[N:16]=2)[CH:12]=[CH:11][N:10]=1 |f:0.1.2|. Starting materials: Cl.Cl.NCCNC1=NC(=NC=C1)N (N4-(2-aminoethyl)pyrimidine-2,4-diamine dihydrochloride), ClC1=NC(=NC(=C1)C1=CC=CC=C1)N (4-chloro-6-phenylpyrimidin-2-amine). The reactants are CCN=C=NCCCN(C)C.Cl (EDCl), C=1C=CC2=C(C1)N=NN2O (HOBT), C(C)(C)N(CC)C(C)C (diisopropylethylamine), CN1CCNCC1 (N-methylpiperazine), C(C)OC(CC(C)(C)C1=CC(=C(C=C1)C1=CC=C(C=C1)C(=O)O)OCCCOC)=O (4′-(3-ethoxy-1,1-dimethyl-3-oxopropyl)-2′-(3-methoxypropoxy)biphenyl-4-carboxylic acid). Solvent: ClCCl (dichloromethane). Conditions: time 18 hour. Yields the product COCCCOC1=C(C=CC(=C1)C(CC(=O)OCC)(C)C)C1=CC=C(C=C1)C(=O)N1CCN(CC1)C (Ethyl 3-{2-(3-methoxypropoxy)-4′-[(4-methylpiperazin-1-yl)carbonyl]biphenyl-4-yl}-3-methylbutanoate). Yield: 42.8%. RXN SMILES: [CH2:1]([O:3][C:4](=[O:30])[CH2:5][C:6]([C:9]1[CH:14]=[CH:13][C:12]([C:15]2[CH:20]=[CH:19][C:18]([C:21]([OH:23])=O)=[CH:17][CH:16]=2)=[C:11]([O:24][CH2:25][CH2:26][CH2:27][O:28][CH3:29])[CH:10]=1)([CH3:8])[CH3:7])[CH3:2].CCN=C=NCCCN(C)C.Cl.C1C=CC2N(O)N=NC=2C=1.C(N(C(C)C)CC)(C)C.[CH3:62][N:63]1[CH2:68][CH2:67][NH:66][CH2:65][CH2:64]1>ClCCl>[CH3:29][O:28][CH2:27][CH2:26][CH2:25][O:24][C:11]1[CH:10]=[C:9]([C:6]([CH3:7])([CH3:8])[CH2:5][C:4]([O:3][CH2:1][CH3:2])=[O:30])[CH:14]=[CH:13][C:12]=1[C:15]1[CH:16]=[CH:17][C:18]([C:21]([N:66]2[CH2:67][CH2:68][N:63]([CH3:62])[CH2:64][CH2:65]2)=[O:23])=[CH:19][CH:20]=1 |f:1.2|. Procedure: In a round bottom flask, under an atmosphere of argon, 4′-(3-ethoxy-1,1-dimethyl-3-oxopropyl)-2′-(3-methoxypropoxy)biphenyl-4-carboxylic acid (1.0 g, 2.4 mmol) was dissolved in dichloromethane (40 mL). EDCl (0.55 g, 2.9 mmol), HOBT (0.39 g, 2.9 mmol) and diisopropylethylamine (2.10 mL, 12.1 mmol) were added at room temperature. After consumption of all the acid, N-methylpiperazine (0.27 mL, 2.4 mmol) was added and the mixture was stirred for 18 hrs. The organic layer was washed twice with water.... Reactants: COc1ccc(CNc2cc3c(cn2)cc(-c2cc(N)c(F)cc2C)c(=O)n3C)cc1, ClCCl, O=C(O)C(F)(F)F. Product: Cc1cc(F)c(N)cc1-c1cc2cnc(N)cc2n(C)c1=O. Reaction SMILES: [CH3:8][O:9][c:10]1[cH:11][cH:12][c:13]([CH2:14][NH:15][c:16]2[n:17][cH:18][c:19]3[cH:20][c:21](-[c:28]4[c:29]([CH3:36])[cH:30][c:31]([F:35])[c:32]([NH2:34])[cH:33]4)[c:22](=[O:27])[n:23]([CH3:26])[c:24]3[cH:25]2)[cH:37][cH:38]1.[Cl:39][CH2:40][Cl:41].[OH:1][C:2]([C:3]([F:4])([F:5])[F:6])=[O:7]>>[NH2:15][c:16]1[n:17][cH:18][c:19]2[cH:20][c:21](-[c:28]3[c:29]([CH3:36])[cH:30][c:31]([F:35])[c:32]([NH2:34])[cH:33]3)[c:22](=[O:27])[n:23]([CH3:26])[c:24]2[cH:25]1. Reactants: COC1=CC=C(C=C1)B(O)O (4-methoxyphenylboronic acid), C(C)(=O)OCC (ethyl acetate), BrC1=CC=C2C=CNC2=C1 (6-Bromo-1H-indole), C([O-])([O-])=O.[K+].[K+] (potassium carbonate). The reagents and catalysts are C1=CC=C(C=C1)P([C-]2C=CC=C2)C3=CC=CC=C3.C1=CC=C(C=C1)P([C-]2C=CC=C2)C3=CC=CC=C3.Cl[Pd]Cl.[Fe+2] (Pd(dppf)Cl2). Solvent: O (water), CN(C)C=O.O (DMF water). The product is COC1=CC=C(C=C1)C1=CC=C2C=CNC2=C1 (6-(4-methoxyphenyl)-1H-indole). As a reaction SMILES: Br[C:2]1[CH:10]=[C:9]2[C:5]([CH:6]=[CH:7][NH:8]2)=[CH:4][CH:3]=1.C(=O)([O-])[O-].[K+].[K+].[CH3:17][O:18][C:19]1[CH:24]=[CH:23][C:22](B(O)O)=[CH:21][CH:20]=1.C(OCC)(=O)C>CN(C=O)C.O.C1C=CC(P(C2C=CC=CC=2)[C-]2C=CC=C2)=CC=1.C1C=CC(P(C2C=CC=CC=2)[C-]2C=CC=C2)=CC=1.Cl[Pd]Cl.[Fe+2].O>[CH3:17][O:18][C:19]1[CH:24]=[CH:23][C:22]([C:2]2[CH:10]=[C:9]3[C:5]([CH:6]=[CH:7][NH:8]3)=[CH:4][CH:3]=2)=[CH:21][CH:20]=1 |f:1.2.3,6.7,8.9.10.11|. Procedure: 6-Bromo-1H-indole (1.00 g, 5.10 mmol) and potassium carbonate (1.41 g, 10.2 mmol) were dissolved in a mixture solution of DMF/water (4:1, 10.0 mL), and the gas included in the mixture solution was removed using ultrasonic waves and nitrogen gas. After sequentially adding 4-methoxyphenylboronic acid (853 mg, 5.61 mmol) and Pd(dppf)Cl2 (416 mg, 0.51 mmol), the mixture was stirred at room temperature in a sealed state. 2 hours later, ethyl acetate and water were added and the reaction solution was ... Starting materials: C1N(CC2C1CNC2)C2=NC1=CC=CC=C1N=C2 (2-(hexahydro-pyrrolo[3,4-c]pyrrol-2-yl)-quinoxaline), COC1=C(C(=O)O)C(=CC=C1)OC (2,6-dimethoxybenzoic acid). Yields the product COC1=C(C(=CC=C1)OC)C(=O)N1CC2C(C1)CN(C2)C2=NC1=CC=CC=C1N=C2 (2-{5-[(2,6-Dimethoxyphenyl)carbonyl]hexahydropyrrolo[3,4-c]pyrrol-2(1H)-yl}quinoxaline). RXN SMILES: [CH2:1]1[CH:5]2[CH2:6][NH:7][CH2:8][CH:4]2[CH2:3][N:2]1[C:9]1[CH:18]=[N:17][C:16]2[C:11](=[CH:12][CH:13]=[CH:14][CH:15]=2)[N:10]=1.[CH3:19][O:20][C:21]1[CH:29]=[CH:28][CH:27]=[C:26]([O:30][CH3:31])[C:22]=1[C:23](O)=[O:24]>>[CH3:31][O:30][C:26]1[CH:27]=[CH:28][CH:29]=[C:21]([O:20][CH3:19])[C:22]=1[C:23]([N:7]1[CH2:6][CH:5]2[CH2:1][N:2]([C:9]3[CH:18]=[N:17][C:16]4[C:11](=[CH:12][CH:13]=[CH:14][CH:15]=4)[N:10]=3)[CH2:3][CH:4]2[CH2:8]1)=[O:24]. Procedure details: The title compound was prepared in a manner analogous to Example 15 utilizing Intermediate 35 and 2,6-dimethoxybenzoic acid. MS (ESI) mass calcd. for C23H24N4O3, 404.47; m/z found, 405.3 [M+H]+.